This data is from the Open Reaction Database (ORD), a public repository of structured organic reaction records. The task is: describe an organic reaction: reactants, conditions, products, and yield Starting materials: C(C1=CC=CC=C1)N1C(CCCC1)CN(C1=CC=CC=C1)C1CC2=CC=CC=C2C1 (N-[(1-Benzyl-piperidin-2-yl)methyl]-N-phenylindan-2-yl-amine), C(=O)[O-].[NH4+] (Ammonium formate). The solvent is CO (methanol). The product is C1(=CC=CC=C1)N(CC1NCCCC1)C1CC2=CC=CC=C2C1 (N-Phenyl-N-(piperidin-2-ylmethyl)indan-2-yl-amine). As a reaction SMILES: C([N:8]1[CH2:13][CH2:12][CH2:11][CH2:10][CH:9]1[CH2:14][N:15]([CH:22]1[CH2:30][C:29]2[C:24](=[CH:25][CH:26]=[CH:27][CH:28]=2)[CH2:23]1)[C:16]1[CH:21]=[CH:20][CH:19]=[CH:18][CH:17]=1)C1C=CC=CC=1.C([O-])=O.[NH4+]>CO>[C:16]1([N:15]([CH:22]2[CH2:30][C:29]3[C:24](=[CH:25][CH:26]=[CH:27][CH:28]=3)[CH2:23]2)[CH2:14][CH:9]2[CH2:10][CH2:11][CH2:12][CH2:13][NH:8]2)[CH:21]=[CH:20][CH:19]=[CH:18][CH:17]=1 |f:1.2|. Reported procedure: A solution of compound 15 (1.5 g, 3.79 mmol) in methanol (50 mL) was purged with argon for 20 minutes. Ammonium formate (2.33 g, 37.87 mmol) was then added and the solution was purged for another 10 minutes. Pd—C (10%; 216 mg) was added and the reaction mixture was heated at reflux for 3 hours. The reaction mixture was filtered through the Celite® reagent and washed with methanol. The filtrate was concentrated and the crude material was purified by chromatography on 230-400 mesh silica gel eluti... Starting materials: FC1=CC=C(C(=O)Cl)C=C1 (4-fluorobenzoyl chloride), Cl.ClC=1C=CC2=C(N(C(S2)=O)CC(=O)N2CCN(CC2)N)C1 (5-chloro-3-[(4-amino-1-piperazinyl)carbonylmethyl]-2-benzothiazolinone hydrochloride), [OH-].[Na+] (NaOH), O (water). Run in O1CCOCC1 (dioxane), O1CCOCC1 (dioxane). Reaction conditions: time 30 minute. Yields the product ClC=1C=CC2=C(N(C(S2)=O)CC(=O)N2CCN(CC2)NC(C2=CC=C(C=C2)F)=O)C1 (5-chloro-3-{[4-(4-fluorobenzamido)-1-piperazinyl]carbonylmethyl}-2-benzothiazolinone). Isolated yield 56.6%. Reaction SMILES: [F:1][C:2]1[CH:10]=[CH:9][C:5]([C:6](Cl)=[O:7])=[CH:4][CH:3]=1.Cl.[Cl:12][C:13]1[CH:14]=[CH:15][C:16]2[S:20][C:19](=[O:21])[N:18]([CH2:22][C:23]([N:25]3[CH2:30][CH2:29][N:28]([NH2:31])[CH2:27][CH2:26]3)=[O:24])[C:17]=2[CH:32]=1.[OH-].[Na+].O>O1CCOCC1>[Cl:12][C:13]1[CH:14]=[CH:15][C:16]2[S:20][C:19](=[O:21])[N:18]([CH2:22][C:23]([N:25]3[CH2:26][CH2:27][N:28]([NH:31][C:6](=[O:7])[C:5]4[CH:9]=[CH:10][C:2]([F:1])=[CH:3][CH:4]=4)[CH2:29][CH2:30]3)=[O:24])[C:17]=2[CH:32]=1 |f:1.2,3.4|. Procedure details: A solution of 4-fluorobenzoyl chloride (761 mg) in dioxane (3 ml) was added dropwise to a mixture of 5-chloro-3-[(4-amino-1-piperazinyl)carbonylmethyl]-2-benzothiazolinone hydrochloride (872 mg), 1N-NaOH (5.3 ml), dioxane (30 ml) and water (5 ml) at 5° C. The resulting mixture was stirred for 30 minutes and concentrated under reduced pressure. The residue obtained was filtered, washed with water and ethyl acetate, and recrystallized from methanol to give 5-chloro-3-{[4-(4-fluorobenzamido)-1-pipe... Starting materials: ClC1=C2C(=NN=C1C1=CC=CC=C1)N(N=C2C2=C(C=CC=C2)Cl)C (4-chloro-3-(2-chlorophenyl)-1-methyl-5-phenyl-1H-pyrazolo[3,4-c]pyridazine), CN1N=C(C=C1N)C1=CC=CC=C1 (1-methyl-3-phenyl-1H-pyrazol-5-amine), FC=1C=C(C=CC1)C#C (3-fluorophenylacetylene). Yields the product ClC1=C2C(=NN=C1C1=CC(=CC=C1)F)N(N=C2C2=CC=CC=C2)C (4-Chloro-5-(3-fluorophenyl)-1-methyl-3-phenyl-1H-pyrazolo[3,4-c]pyridazine). Reaction SMILES: [Cl:1][C:2]1[C:7]([C:8]2[CH:13]=[CH:12][CH:11]=[CH:10][CH:9]=2)=[N:6][N:5]=[C:4]2[N:14]([CH3:24])[N:15]=[C:16]([C:17]3[CH:22]=[CH:21][CH:20]=[CH:19][C:18]=3Cl)[C:3]=12.CN1C(N)=CC(C2C=CC=CC=2)=N1.[F:38]C1C=C(C#C)C=CC=1>>[Cl:1][C:2]1[C:7]([C:8]2[CH:13]=[CH:12][CH:11]=[C:10]([F:38])[CH:9]=2)=[N:6][N:5]=[C:4]2[N:14]([CH3:24])[N:15]=[C:16]([C:17]3[CH:22]=[CH:21][CH:20]=[CH:19][CH:18]=3)[C:3]=12. Procedure details: Compound 10 was synthesised following similar procedures outlined in Example 1 (Compound 37), starting from Step 2 using 1-methyl-3-phenyl-1H-pyrazol-5-amine instead of 3-(2-chlorophenyl)-1-methyl-1H-pyrazol-5-amine and 3-fluorophenylacetylene instead of phenyl acetylene in Step 4. The reactants are C(C)(C)(C)OC(=O)N1C[C@H]([C@@H](C1)N[C@H](C)C1=CC=CC=C1)C(=O)N1C[C@@H](CCC1)CC1=CC=C(C=C1)F ((3R,4S)-3-[(S)-3-(4-fluorobenzyl)-piperidine-1-carbonyl]-4-[(R)-1-phenyl-ethylamino]-pyrrolidine-1-carboxylic acid tert-butyl ester), O1CCCC1 (tetrahydrofuran), C(C)(=O)O (acetic acid). The solvent is CO (methanol). Run at time 20 hour. The product is C(C)(C)(C)OC(=O)N1C[C@@H]([C@@H](C1)N[C@H](C)C1=CC=CC=C1)CN1C[C@@H](CCC1)CC1=CC=C(C=C1)F ((3S,4S)-3-[(S)-3-(4-fluorobenzyl)-piperidin-1-ylmethyl]-4-[(R)-1-phenyl-ethylamino]-pyrrolidine-1-carboxylic acid tert-butyl ester). Isolated yield 68.6%. As a reaction SMILES: [C:1]([O:5][C:6]([N:8]1[CH2:12][C@@H:11]([NH:13][C@@H:14]([C:16]2[CH:21]=[CH:20][CH:19]=[CH:18][CH:17]=2)[CH3:15])[C@H:10]([C:22]([N:24]2[CH2:29][CH2:28][CH2:27][C@@H:26]([CH2:30][C:31]3[CH:36]=[CH:35][C:34]([F:37])=[CH:33][CH:32]=3)[CH2:25]2)=O)[CH2:9]1)=[O:7])([CH3:4])([CH3:3])[CH3:2].O1CCCC1.C(O)(=O)C>CO>[C:1]([O:5][C:6]([N:8]1[CH2:12][C@@H:11]([NH:13][C@@H:14]([C:16]2[CH:21]=[CH:20][CH:19]=[CH:18][CH:17]=2)[CH3:15])[C@@H:10]([CH2:22][N:24]2[CH2:29][CH2:28][CH2:27][C@@H:26]([CH2:30][C:31]3[CH:32]=[CH:33][C:34]([F:37])=[CH:35][CH:36]=3)[CH2:25]2)[CH2:9]1)=[O:7])([CH3:2])([CH3:3])[CH3:4]. Procedure: (3R,4S)-3-[(S)-3-(4-fluorobenzyl)-piperidine-1-carbonyl]-4-[(R)-1-phenyl-ethylamino]-pyrrolidine-1-carboxylic acid tert-butyl ester (150 mg, 294 μmol)) was treated with borane-tetrahydrofuran complex in tetrahydrofuran (1.0 M; 11.64 mL, 11.64 mmol) and stirred for 20 h. The mixture was treated slowly with 20% acetic acid in methanol (20 mL), and the resulting mixture was stirred at room temperature for 36 h. The solvents were removed, and the residue was dissolved in water, made basic (pH 11) wi... Starting materials: NC=1C2=CC=CC=C2N=C2CCCC(C12)=O (9-amino-3,4-dihydroacridin-1(2H)-one), [N+](=O)(O)[O-] (HNO3), [OH-].[Na+] (NaOH). The solvent is OS(=O)(=O)O (H2SO4). Conditions: temperature 0 celsius, time 15 minute. Yields the product NC=1C2=CC(=CC=C2N=C2CCCC(C12)=O)[N+](=O)[O-] (9-Amino-3,4-dihydro-7-nitroacridin-1(2H)-one). Isolated yield 79.0%. Reaction SMILES: [NH2:1][C:2]1[C:3]2[C:8]([N:9]=[C:10]3[C:15]=1[C:14](=[O:16])[CH2:13][CH2:12][CH2:11]3)=[CH:7][CH:6]=[CH:5][CH:4]=2.[N+:17]([O-])([OH:19])=[O:18].[OH-].[Na+]>OS(O)(=O)=O>[NH2:1][C:2]1[C:3]2[C:8]([N:9]=[C:10]3[C:15]=1[C:14](=[O:16])[CH2:13][CH2:12][CH2:11]3)=[CH:7][CH:6]=[C:5]([N+:17]([O-:19])=[O:18])[CH:4]=2 |f:2.3|. Procedure: To 100 ml of cold H2SO4 was added 5.00 g of 9-amino-3,4-dihydroacridin-1(2H)-one. The mechanically stirred solution was cooled to 0° C. and 2.1 ml (1 eq) of concentrated HNO3 (70 wt % solution) was added dropwise. Stirring was continued for 15 minutes after the addition, whereupon the reaction was complete. The reaction mixture was poured into excess crushed ice and made basis with a slight excess of 50% NaOH solution. More ice was added during the neutralization to keep the solution cool. The r...